The task is: describe an organic reaction: reactants, conditions, products, and yield. This data is from the Open Reaction Database (ORD), a public repository of structured organic reaction records. Starting materials: BrC=1C=C2CCC(NC2=NC1)=O (6-bromo-3,4-dihydro-1H-[1,8]naphthyridin-2-one), [BH4-].[Na+] (sodium borohydride). Run in C1CCOC1 (THF). Reaction conditions: time 16 hour. Product: BrC=1C=C2CCCNC2=NC1 (6-Bromo-1,2,3,4-tetrahydro-[1,8]naphthyridine). The yield is 99.2%. Reaction SMILES: [Br:1][C:2]1[CH:3]=[C:4]2[C:9](=[N:10][CH:11]=1)[NH:8][C:7](=O)[CH2:6][CH2:5]2.[BH4-].[Na+]>C1COCC1>[Br:1][C:2]1[CH:3]=[C:4]2[C:9](=[N:10][CH:11]=1)[NH:8][CH2:7][CH2:6][CH2:5]2 |f:1.2|. Procedure: To a cooled (0° C.) solution of 6-bromo-3,4-dihydro-1H-[1,8]naphthyridin-2-one (10.0 g, 44.0 mmol) in THF (500 mL) is added sodium borohydride (8.3 g, 220 mmol) followed by boron trifluoride diethyl ether complex (38.7 mL, 308 mmol), dropwise. The resulting mixture is allowed to warm and stir at room temperature for 16 h. The reaction is carefully quenched with the dropwise addition of 1N HCl (15 mL). Once quenched, additional 1N HCl (85 mL) is added and the mixture is stirred at room temperatur... The reactants are BrC=1C=C(C=CC1)COC1=CC=C(C=C1)CCC(=O)OC (Methyl 4-[(3-bromophenyl)methoxy]benzenepropanoate), N1C=CC=C1 (pyrrole), C(C)(C)(C)P(C(C)(C)C)C(C)(C)C (tri-tert-butylphosphine), C([O-])([O-])=O.[Cs+].[Cs+] (cesium carbonate), tris(dibenzylidenacetone)dipalladium(0). Solvent: C1(=CC=CC=C1)C (toluene), O (water). Reaction conditions: temperature 100 celsius. The product is N1(C=CC=C1)C=1C=C(C=CC1)COC1=CC=C(C=C1)CCC(=O)OC (methyl 4-[[3-(1H-pyrrol-1-yl) phenyl]methoxy]benzenepropanoate). Yield: 7.3%. RXN SMILES: Br[C:2]1[CH:3]=[C:4]([CH2:8][O:9][C:10]2[CH:15]=[CH:14][C:13]([CH2:16][CH2:17][C:18]([O:20][CH3:21])=[O:19])=[CH:12][CH:11]=2)[CH:5]=[CH:6][CH:7]=1.[NH:22]1[CH:26]=[CH:25][CH:24]=[CH:23]1.C(P(C(C)(C)C)C(C)(C)C)(C)(C)C.C(=O)([O-])[O-].[Cs+].[Cs+]>C1(C)C=CC=CC=1.O>[N:22]1([C:2]2[CH:3]=[C:4]([CH2:8][O:9][C:10]3[CH:15]=[CH:14][C:13]([CH2:16][CH2:17][C:18]([O:20][CH3:21])=[O:19])=[CH:12][CH:11]=3)[CH:5]=[CH:6][CH:7]=2)[CH:26]=[CH:25][CH:24]=[CH:23]1 |f:3.4.5|. Procedure: Methyl 4-[(3-bromophenyl)methoxy]benzenepropanoate (0.80 g, 2.3 mmol), pyrrole (0.17 g, 2.5 mmol), tri-tert-butylphosphine (19 mg, 0.092 mmol) and cesium carbonate (1.3 g, 3.9 mmol) were dissolved in toluene (25 mL) and, after argon substitution, tris(dibenzylidenacetone)dipalladium(0) (84 mg, 0.092 mmol) was added. The reaction mixture was heated under an argon atmosphere at 100° C. for 18 hrs. The reaction mixture was cooled, water was added to the reaction mixture and the mixture was extracte... Starting materials: COC(CC(CCCCl)O)=O (6-Chloro-3-hydroxy-hexanoic Acid Methyl Ester), ( 100 ), COC(C=CCCCCl)=O (6-Chloro-2-hexenoic Acid Methyl Ester), ( 16 ), ( 18 ), COC(CC(CCCCl)O)=O (6-Chloro-3-hydroxy-hexanoic Acid Methyl Ester), COC(CC(CCCCl)O)=O (6-Chloro-3-hydroxy-hexanoic Acid Methyl Ester), ( 5 ). Yields the product C(C=CCCC=CC=CC)(=O)O (2,6,8-Decatrienoic Acid). RXN SMILES: C[O:2][C:3](=[O:11])[CH2:4][CH:5](O)[CH2:6][CH2:7][CH2:8]Cl.CO[C:14](=O)[CH:15]=[CH:16][CH2:17]CCCl>>[C:3]([OH:2])(=[O:11])[CH:4]=[CH:5][CH2:6][CH2:7][CH:8]=[CH:14][CH:15]=[CH:16][CH3:17]. Procedure details: GC/MS (m/e); 166 (M+, 8%), 148 (2), 121 (2), 105 (2), 91 (4), 81 (100), 65 (5), 53 (18), 41 (16)